This data is from the Open Reaction Database (ORD), a public repository of structured organic reaction records. The task is: describe an organic reaction: reactants, conditions, products, and yield Reactants: C1CCNC1, C=CCOCc1cc([N+](=O)[O-])ccc1OCCCl. Product: C=CCOCc1cc([N+](=O)[O-])ccc1OCCN1CCCC1. As a reaction SMILES: [CH2:19]1[CH2:20][CH2:21][NH:22][CH2:23]1.[CH2:1]([CH:2]=[CH2:3])[O:4][CH2:5][c:6]1[c:7]([O:15][CH2:16][CH2:17][Cl:18])[cH:8][cH:9][c:10]([N+:12](=[O:13])[O-:14])[cH:11]1>>[CH2:1]([CH:2]=[CH2:3])[O:4][CH2:5][c:6]1[c:7]([O:15][CH2:16][CH2:17][N:22]2[CH2:21][CH2:20][CH2:19][CH2:23]2)[cH:8][cH:9][c:10]([N+:12](=[O:13])[O-:14])[cH:11]1. The reactants are O(C1=CC=CC=C1)C1=CC=C(C(=O)O)C=C1 (4-phenoxybenzoic acid), ON1N=NC2=C1C=CC=C2 (1-hydroxybenzotriazole), Cl.C(C)N=C=NCCCN(C)C (1-ethyl-3-(3-dimethylaminopropyl)carbodiimide hydrochloride), NCC=1C(=NC(=NC1C)C)O (5-(aminomethyl)-2,6-dimethylpyrimidin-4-ol). Solvent: ClCCl (dichloromethane), C(C)N(CC)CC (triethylamine). Conditions: temperature 25 celsius. The product is OC1=NC(=NC(=C1CNC(C1=CC=C(C=C1)OC1=CC=CC=C1)=O)C)C (N-((4-hydroxy-2,6-dimethylpyrimidin-5-yl)methyl)-4-phenoxybenzamide). The yield is 21.5%. As a reaction SMILES: [O:1]([C:8]1[CH:16]=[CH:15][C:11]([C:12]([OH:14])=O)=[CH:10][CH:9]=1)[C:2]1[CH:7]=[CH:6][CH:5]=[CH:4][CH:3]=1.ON1C2C=CC=CC=2N=N1.Cl.C(N=C=NCCCN(C)C)C.[NH2:39][CH2:40][C:41]1[C:42]([OH:49])=[N:43][C:44]([CH3:48])=[N:45][C:46]=1[CH3:47]>ClCCl.C(N(CC)CC)C>[OH:49][C:42]1[C:41]([CH2:40][NH:39][C:12](=[O:14])[C:11]2[CH:10]=[CH:9][C:8]([O:1][C:2]3[CH:3]=[CH:4][CH:5]=[CH:6][CH:7]=3)=[CH:16][CH:15]=2)=[C:46]([CH3:47])[N:45]=[C:44]([CH3:48])[N:43]=1 |f:2.3|. Procedure details: A mixture of 4-phenoxybenzoic acid (92 mg, 0.43 mmol), 1-hydroxybenzotriazole (80 mg, 0.6 mmol), 1-ethyl-3-(3-dimethylaminopropyl)carbodiimide hydrochloride (113 mg, 0.6 mmol), triethylamine (0.16 mL) and dichloromethane (15 mL) was stirred at 25° C. for half an hour. Then 5-(aminomethyl)-2,6-dimethylpyrimidin-4-ol (60 mg, 0.4 mmol) was added. The mixture was stirred at 25° C. for 12 hours and then concentrated to give a residue. The residue was purified by column chromatography (silica gel, dic... Starting materials: ClC(CCC(=O)Cl)(F)F (4-chloro-4,4-difluorobutyryl chloride), C1(CCCCC1)S (cyclohexyl mercaptan), N1=CC=CC=C1 (pyridine). Solvent: C1(=CC=CC=C1)C (toluene), C(C)OCC (diethyl ether). Run at time 16 hour. Yields the product ClC(CCC(=O)SC1CCCCC1)(F)F (S-cyclohexyl 4-chloro-4,4-difluorothiobutyrate). The yield is 66.2%. Reaction SMILES: [Cl:1][C:2]([F:9])([F:8])[CH2:3][CH2:4][C:5](Cl)=[O:6].[CH:10]1([SH:16])[CH2:15][CH2:14][CH2:13][CH2:12][CH2:11]1.N1C=CC=CC=1>C1(C)C=CC=CC=1.C(OCC)C>[Cl:1][C:2]([F:9])([F:8])[CH2:3][CH2:4][C:5]([S:16][CH:10]1[CH2:15][CH2:14][CH2:13][CH2:12][CH2:11]1)=[O:6]. Procedure: 4.0 g of 4-chloro-4,4-difluorobutyryl chloride are added dropwise over the course of 30 minutes to a solution of 2.6 g of cyclohexyl mercaptan and 4.5 g of pyridine in 50 ml of toluene at 0° C. The reaction mixture is stirred at RT for 16 hours and then diluted with 150 ml of diethyl ether and subsequently washed with 50 ml each of 1N HCl, saturated NaHCO3 and saturated NaCl solution. The organic phase is then dried over MgSO4, filtered and evaporated. The resulting crude product is distilled at... The reactants are ClC1=CC=C(C=C1)C1=NC=NC=C1 (4-(4-chlorophenyl)pyrimidine), C1=C(C=CC2=CC=CC=C12)B(O)O (2-naphthaleneboronic acid), ClC1=NC=NC=C1 (4-chloropyrimidine), ClC1=CC=C(C=C1)B(O)O (4-chlorophenylboronic acid). Yields the product C1=C(C=CC2=CC=CC=C12)C1=CC=C(C=C1)C1=NC=NC=C1 (4-[4-(2-naphthyl)phenyl]-pyrimidine). Reaction SMILES: Cl[C:2]1[CH:7]=[CH:6][C:5]([C:8]2[CH:13]=[CH:12][N:11]=[CH:10][N:9]=2)=[CH:4][CH:3]=1.ClC1C=CN=CN=1.ClC1C=CC(B(O)O)=CC=1.[CH:31]1[C:40]2[C:35](=[CH:36][CH:37]=[CH:38][CH:39]=2)[CH:34]=[CH:33][C:32]=1B(O)O>>[CH:39]1[C:40]2[C:35](=[CH:34][CH:33]=[CH:32][CH:31]=2)[CH:36]=[CH:37][C:38]=1[C:2]1[CH:7]=[CH:6][C:5]([C:8]2[CH:13]=[CH:12][N:11]=[CH:10][N:9]=2)=[CH:4][CH:3]=1. Reported procedure: It is easy to synthesize the following compounds in the same manner as in Example 11 except that 4-(4-chlorophenyl)pyrimidine is synthesized from 4-chloropyrimidine prepared in Example 13 and 4-chlorophenylboronic acid (made by Aldrich Co.) and was reacted with 2-naphthaleneboronic acid (made by Lancaster Co.) to obtain 4-[4-(2-naphthyl)phenyl]-pyrimidine, which is used instead of 2-(benzo[b]thienyl)-5-phenylpyridine. Starting materials: CC(C)(C)[Si](Cl)(c1ccccc1)c1ccccc1, Cc1cc(CO)ncc1[N+](=O)[O-], ClCCl, O, c1c[nH]cn1. Yields the product Cc1cc(CO[Si](c2ccccc2)(c2ccccc2)C(C)(C)C)ncc1[N+](=O)[O-]. RXN SMILES: [C:13]([CH3:14])([CH3:15])([CH3:16])[Si:17]([c:18]1[cH:19][cH:20][cH:21][cH:22][cH:23]1)([c:24]1[cH:25][cH:26][cH:27][cH:28][cH:29]1)[Cl:30].[CH3:1][c:2]1[cH:3][c:4]([CH2:11][OH:12])[n:5][cH:6][c:7]1[N+:8](=[O:9])[O-:10].[Cl:37][CH2:38][Cl:39].[OH2:36].[nH:31]1[cH:32][cH:33][n:34][cH:35]1>>[CH3:1][c:2]1[cH:3][c:4]([CH2:11][O:12][Si:17]([C:13]([CH3:14])([CH3:15])[CH3:16])([c:18]2[cH:19][cH:20][cH:21][cH:22][cH:23]2)[c:24]2[cH:25][cH:26][cH:27][cH:28][cH:29]2)[n:5][cH:6][c:7]1[N+:8](=[O:9])[O-:10]. The reactants are C(#N)C1=C(C=C(C=C1)NC(=O)C1=CC=C2CCN(C2=C1)S(=O)(=O)C1=CC(=CC=C1)Cl)C(F)(F)F (1-(3-chloro-benzenesulfonyl)-2,3-dihydro-1H-indole-6-carboxylic acid (4-cyano-3-trifluoromethyl-phenyl)-amide), [N-]=[N+]=[N-].[Na+] (sodium azide), [Cl-].[NH4+] (ammonium chloride). Run in CN(C=O)C (dimethylformamide). The product is N1N=NN=C1C1=C(C=C(C=C1)NC(=O)C1=CC=C2CCN(C2=C1)S(=O)(=O)C1=CC(=CC=C1)Cl)C(F)(F)F (1-(3-chloro-benzenesulfonyl)-2,3-dihydro-1H-indole-6-carboxylic acid [4-(1H-tetrazol-5-yl)-3-trifluoromethyl-phenyl]-amide). Isolated yield 45.5%. As a reaction SMILES: [C:1]([C:3]1[CH:8]=[CH:7][C:6]([NH:9][C:10]([C:12]2[CH:20]=[C:19]3[C:15]([CH2:16][CH2:17][N:18]3[S:21]([C:24]3[CH:29]=[CH:28][CH:27]=[C:26]([Cl:30])[CH:25]=3)(=[O:23])=[O:22])=[CH:14][CH:13]=2)=[O:11])=[CH:5][C:4]=1[C:31]([F:34])([F:33])[F:32])#[N:2].[N-:35]=[N+:36]=[N-:37].[Na+].[Cl-].[NH4+]>CN(C)C=O>[NH:35]1[C:1]([C:3]2[CH:8]=[CH:7][C:6]([NH:9][C:10]([C:12]3[CH:20]=[C:19]4[C:15]([CH2:16][CH2:17][N:18]4[S:21]([C:24]4[CH:29]=[CH:28][CH:27]=[C:26]([Cl:30])[CH:25]=4)(=[O:22])=[O:23])=[CH:14][CH:13]=3)=[O:11])=[CH:5][C:4]=2[C:31]([F:34])([F:32])[F:33])=[N:2][N:37]=[N:36]1 |f:1.2,3.4|. Procedure: A solution of 1-(3-chloro-benzenesulfonyl)-2,3-dihydro-1H-indole-6-carboxylic acid (4-cyano-3-trifluoromethyl-phenyl)-amide (30 mg, 0.06 mmol) in dimethylformamide (0.8 ml) was treated with sodium azide (71 mg, 1.1 mmol, 18 equiv.) and ammonium chloride (58 mg, 1.1 mmol, 18 equiv.). The solution was flushed with argon, then sealed and irradiated in microwave oven at 170° C. for 1 hour. The mixture was diluted with concentrated NaHCO3 and washed with ethyl acetate. The aqueous phase was acidified...